Dataset: the Open Reaction Database (ORD), a public repository of structured organic reaction records. Task: describe an organic reaction: reactants, conditions, products, and yield The reactants are ClCC=1N=CSC1 (4-(chloromethyl)-1,3-thiazole), OC1=C(C=C(C=C1)NC1=NC=NC2=CC=CC(=C12)OC[C@@H](C)N(C(C)=O)C)C (N-[(1R)-2-({4-[(4-hydroxy-3-methylphenyl)amino]quinazolin-5-yl}oxy)-1-methylethyl]-N-methylacetamide). The product is CN(C(C)=O)[C@@H](COC1=C2C(=NC=NC2=CC=C1)NC1=CC(=C(C=C1)OCC=1N=CSC1)C)C (N-Methyl-N-{(1R)-1-methyl-2-[(4-{[3-methyl-4-(1,3-thiazol-4-ylmethoxy)phenyl]amino}quinazolin-5-yl)oxy]ethyl}acetamide). Yield: 13.0%. Reaction SMILES: Cl[CH2:2][C:3]1[N:4]=[CH:5][S:6][CH:7]=1.[OH:8][C:9]1[CH:14]=[CH:13][C:12]([NH:15][C:16]2[C:25]3[C:20](=[CH:21][CH:22]=[CH:23][C:24]=3[O:26][CH2:27][C@H:28]([N:30]([CH3:34])[C:31](=[O:33])[CH3:32])[CH3:29])[N:19]=[CH:18][N:17]=2)=[CH:11][C:10]=1[CH3:35]>>[CH3:34][N:30]([C@H:28]([CH3:29])[CH2:27][O:26][C:24]1[CH:23]=[CH:22][CH:21]=[C:20]2[C:25]=1[C:16]([NH:15][C:12]1[CH:13]=[CH:14][C:9]([O:8][CH2:2][C:3]3[N:4]=[CH:5][S:6][CH:7]=3)=[C:10]([CH3:35])[CH:11]=1)=[N:17][CH:18]=[N:19]2)[C:31](=[O:33])[CH3:32]. Reported procedure: The procedure described in Example 3 was repeated using 4-(chloromethyl)-1,3-thiazole and N-[(1R)-2-({4-[(4-hydroxy-3-methylphenyl)amino]quinazolin-5-yl}oxy)-1-methylethyl]-N-methylacetamide (obtained as described in Example 93, preparation of starting materials) to give the title compound as a white solid in 13% yield; NMR spectrum (DMSO-d6 373K) 1.22 (d, 3H), 1.86 (s, 3H), 2.24 (s, 3H), 2.85 (s, 3H), 4.33 (m, 1H), 4.42 (t, 1H), 5.09 (m, 1H), 5.25 (s, 2H), 7.09 (d, 1H), 7.18 (d, 1H), 7.34 (d, 1...